Dataset: the Open Reaction Database (ORD), a public repository of structured organic reaction records. Task: describe an organic reaction: reactants, conditions, products, and yield The reactants are CCOC(C)=O, CO, CSCc1cc(N2CCOCC2C)nc(Cl)n1, ClCCl, O. Yields the product CC1COCCN1c1cc(CS(C)=O)nc(Cl)n1. Reaction SMILES: [CH3:19][CH2:20][O:21][C:22]([CH3:23])=[O:24].[CH3:25][OH:26].[Cl:1][c:2]1[n:3][c:4]([CH2:15][S:16][CH3:17])[cH:5][c:6]([N:8]2[CH:9]([CH3:14])[CH2:10][O:11][CH2:12][CH2:13]2)[n:7]1.[Cl:27][CH2:28][Cl:29].[OH2:18]>>[Cl:1][c:2]1[n:3][c:4]([CH2:15][S:16]([CH3:17])=[O:18])[cH:5][c:6]([N:8]2[CH:9]([CH3:14])[CH2:10][O:11][CH2:12][CH2:13]2)[n:7]1. Starting materials: [N+](=O)([O-])C1=CC=C(C=C1)N1CCNCC1 (1-(4-Nitro-phenyl)-piperazine), [N+](=O)([O-])C=1C=C(C=CC1)N1CCNCC1 (1-(3-Nitro-phenyl)-piperazine), CS(=O)C1=NN2C(C=N1)=CC=C2C2=C(C=CC=C2)OC (2-Methanesulfinyl-7-(2-methoxy-phenyl)-pyrrolo[2,1-f][1,2,4]triazine), CS(=O)C1=NN2C(C=N1)=CC=C2C2=CC=C(C=C2)S(=O)(=O)C (2-Methanesulfinyl-7-(4-methanesulfonyl-phenyl)-pyrrolo[2,1-f][1,2,4]triazine). The product is CS(=O)(=O)C1=CC=C(C=C1)C1=CC=C2C=NC(=NN21)NC=2C=C(C=CC2)N2CCN(CC2)C[C@@H](C)O ((R)-1-(4-{3-[7-(4-Methanesulfonyl-phenyl)-pyrrolo[2,1-f][1,2,4]triazin-2-ylamino]-phenyl}-piperazin-1-yl)-propan-2-ol). As a reaction SMILES: [N+](C1C=CC(N2CCNCC2)=CC=1)([O-])=O.[N+:16]([C:19]1[CH:20]=[C:21]([N:25]2[CH2:30][CH2:29][NH:28][CH2:27][CH2:26]2)[CH:22]=[CH:23][CH:24]=1)([O-])=O.CS(C1N=CC2=CC=C([C:43]3C=CC=[CH:45][C:44]=3[O:49]C)N2N=1)=O.CS([C:54]1[N:59]=[CH:58][C:57]2=[CH:60][CH:61]=[C:62]([C:63]3[CH:68]=[CH:67][C:66]([S:69]([CH3:72])(=[O:71])=[O:70])=[CH:65][CH:64]=3)[N:56]2[N:55]=1)=O>>[CH3:72][S:69]([C:66]1[CH:67]=[CH:68][C:63]([C:62]2[N:56]3[C:57]([CH:58]=[N:59][C:54]([NH:16][C:19]4[CH:20]=[C:21]([N:25]5[CH2:30][CH2:29][N:28]([CH2:43][C@H:44]([OH:49])[CH3:45])[CH2:27][CH2:26]5)[CH:22]=[CH:23][CH:24]=4)=[N:55]3)=[CH:60][CH:61]=2)=[CH:64][CH:65]=1)(=[O:71])=[O:70]. Procedure: The compound was prepared in an analogous fashion to Example 73 replacing 1-(4-Nitro-phenyl)-piperazine with 1-(3-Nitro-phenyl)-piperazine and 2-Methanesulfinyl-7-(2-methoxy-phenyl)-pyrrolo[2,1-f][1,2,4]triazine with 2-Methanesulfinyl-7-(4-methanesulfonyl-phenyl)-pyrrolo[2,1-f][1,2,4]triazine to afford 44.32 mg of (R)-1-(4-{3-[7-(4-Methanesulfonyl-phenyl)-pyrrolo[2,1-f][1,2,4]triazin-2-ylamino]-phenyl}-piperazin-1-yl)-propan-2-ol as a lyophilized powder. (M+H)=507.10. 1H NMR (400 MHz, DMSO, d6) ... Reactants: C(CCC)SC=1C=C(C(=O)OCC)C=C(C1Cl)S(N)(=O)=O (ethyl 3-butylthio-4-chloro-5-sulfamylbenzoate), C1(=CC=CC=C1)S (thiophenol), C1(=CC=CC=C1)[S-].[Na+] (sodium thiophenolate). As a reaction SMILES: [CH2:1]([S:5][C:6]1[CH:7]=[C:8]([CH:14]=[C:15]([S:18](=[O:21])(=[O:20])[NH2:19])[C:16]=1Cl)[C:9]([O:11]CC)=[O:10])[CH2:2][CH2:3][CH3:4].[C:22]1([SH:28])[CH:27]=[CH:26][CH:25]=[CH:24][CH:23]=1.C1([S-])C=CC=CC=1.[Na+]>C(O)C>[CH2:1]([S:5][C:6]1[CH:7]=[C:8]([CH:14]=[C:15]([S:18](=[O:20])(=[O:21])[NH2:19])[C:16]=1[S:28][C:22]1[CH:27]=[CH:26][CH:25]=[CH:24][CH:23]=1)[C:9]([OH:11])=[O:10])[CH2:2][CH2:3][CH3:4] |f:2.3|. The product is C(CCC)SC=1C=C(C(=O)O)C=C(C1SC1=CC=CC=C1)S(N)(=O)=O (3-Butylthio-4-phenylthio-5-sulfamylbenzoic acid). Solvent: C(C)O (ethanol). Procedure: A mixture of ethyl 3-butylthio-4-chloro-5-sulfamylbenzoate (0.85 g), thiophenol (0.6 ml), and dry ethanol (25 ml) containing 5 millimoles of sodium thiophenolate is refluxed for 6 hours. After evaporation in vacuo 1 N sodium hydroxide (20 ml) and ethanol (10 ml) are added, and the mixture is refluxed for 15 minutes. After cooling and extraction with diethyl ether, 3-butylthio-4-phenylthio-5-sulfamylbenzoic acid is precipitated from the aqueous layer by addition of 4 N hydrochloric acid. The prec...